This data is from the Open Reaction Database (ORD), a public repository of structured organic reaction records. The task is: describe an organic reaction: reactants, conditions, products, and yield Starting materials: CI (methyl iodide), CI (Methyl iodide), C(C1=CC=CC=C1)OC(CC[C@@H](C(=O)O)NC(=O)OC(C)(C)C)=O ((2S)-5-(benzyloxy)-2-{[(tert-butoxy)carbonyl]amino}-5-oxopentanoic acid), C(=O)([O-])[O-].[K+].[K+] (K2CO3), CCOC(=O)C (EtOAc). The solvent is C(Cl)(Cl)Cl.CO (CHCl3 MeOH), CN(C)C=O (DMF). Run at time 3 hour. Yields the product C(C)(C)(C)OC(=O)N[C@H](C(=O)OC)CCC(=O)OCC1=CC=CC=C1 (5-benzyl 1-methyl (2S)-2-{[(tert-butoxy)carbonyl]amino}pentanedioate). The yield is 82.5%. Reaction SMILES: CI.[CH2:3]([O:10][C:11](=[O:26])[CH2:12][CH2:13][C@H:14]([NH:18][C:19]([O:21][C:22]([CH3:25])([CH3:24])[CH3:23])=[O:20])[C:15]([OH:17])=[O:16])[C:4]1[CH:9]=[CH:8][CH:7]=[CH:6][CH:5]=1.[C:27]([O-])([O-])=O.[K+].[K+].CCOC(C)=O>CN(C=O)C.C(Cl)(Cl)Cl.CO>[C:22]([O:21][C:19]([NH:18][C@@H:14]([CH2:13][CH2:12][C:11]([O:10][CH2:3][C:4]1[CH:9]=[CH:8][CH:7]=[CH:6][CH:5]=1)=[O:26])[C:15]([O:17][CH3:27])=[O:16])=[O:20])([CH3:23])([CH3:25])[CH3:24] |f:2.3.4,7.8|. Reported procedure: Methyl iodide (1.01 mL, 16.3 mmol) was added dropwise to a solution of (2S)-5-(benzyloxy)-2-{[(tert-butoxy)carbonyl]amino}-5-oxopentanoic acid XII (5.00 g, 14.82 mmol) and K2CO3 (2.25 g, 16.3 mmol) in DMF (25 mL) at room temperature The reaction mixture was stirred about 3 h at room temperature before adding additional methyl iodide (1.01 mL, 16.3 mmol). EtOAc was then added to the reaction and washed 3×10% Na2S2O3 and dried over MgSO4. The solvent was removed under reduced pressure and the crud... The product is C1=CC=C(C(=C1)N2C(=O)N=NN2)Cl (1-(2-chlorophenyl)-5(4H)-tetrazolinone). Isolated yield 91.9%. Run in O (water), CN(C=O)C (N,N-dimethylformamide). As a reaction SMILES: [Cl-].[Al+3].[Cl-].[Cl-].[N-:5]=[N+:6]=[N-:7].[Na+].[Cl:9][C:10]1[CH:15]=[CH:14][CH:13]=[CH:12][C:11]=1[N:16]=[C:17]=[O:18].N([O-])=O.[Na+].Cl>O.CN(C)C=O>[CH:13]1[CH:12]=[C:11]([N:16]2[NH:7][N:6]=[N:5][C:17]2=[O:18])[C:10]([Cl:9])=[CH:15][CH:14]=1 |f:0.1.2.3,4.5,7.8|. Conditions: time 15 minute. Starting materials: ClC1=C(C=CC=C1)N=C=O (2-chlorophenylisocyanate), N(=O)[O-].[Na+] (sodium nitrite), ice, potassium iodide starch, [N-]=[N+]=[N-].[Na+] (sodium azide), [Cl-].[Al+3].[Cl-].[Cl-] (aluminum chloride), Cl (hydrochloric acid). Reported procedure: Anhydrous aluminum chloride (1.5 g) was added to N,N-dimethylformamide (20 ml) under ice cooling and the resulting mixture was stirred for fifteen minutes. To the mixture was added sodium azide (0.65 g), followed by a 15 minute-stirring, addition of 2-chlorophenylisocyanate (1.53 g) and heating at 70° to 75° C. for three hours, in that order. After cooling, the reaction mixture was added with stirring to a mixture of sodium nitrite (1 g), water (200 ml) and ice (100 g) and the resulting mixture ...